This data is from the Open Reaction Database (ORD), a public repository of structured organic reaction records. The task is: describe an organic reaction: reactants, conditions, products, and yield Starting materials: CC(C)CC=C1CCC2(CC1)SC(CC(=O)OC(C)(C)C)C(=O)N2CCC(=O)O, ClCCl, C(=NC1CCCCC1)=NC1CCCCC1, O, OCc1ccccc1, On1nnc2ccccc21. Product: CC(C)CC=C1CCC2(CC1)SC(CC(=O)OC(C)(C)C)C(=O)N2CCC(=O)OCc1ccccc1. RXN SMILES: [C:1]([CH3:2])([CH3:3])([CH3:4])[O:5][C:6]([CH2:7][CH:8]1[S:9][C:10]2([N:11]([CH2:14][CH2:15][C:16](=[O:17])[OH:18])[C:12]1=[O:13])[CH2:19][CH2:20][C:21](=[CH:24][CH2:25][CH:26]([CH3:27])[CH3:28])[CH2:22][CH2:23]2)=[O:29].[CH2:64]([Cl:65])[Cl:66].[CH:49]1([N:50]=[C:51]=[N:52][CH:53]2[CH2:54][CH2:55][CH2:56][CH2:57][CH2:58]2)[CH2:59][CH2:60][CH2:61][CH2:62][CH2:63]1.[OH2:38].[OH:30][CH2:31][c:32]1[cH:33][cH:34][cH:35][cH:36][cH:37]1.[OH:39][n:40]1[c:41]2[cH:42][cH:43][cH:44][cH:45][c:46]2[n:47][n:48]1>>[C:1]([CH3:2])([CH3:3])([CH3:4])[O:5][C:6]([CH2:7][CH:8]1[S:9][C:10]2([N:11]([CH2:14][CH2:15][C:16](=[O:17])[O:18][CH2:31][c:32]3[cH:33][cH:34][cH:35][cH:36][cH:37]3)[C:12]1=[O:13])[CH2:19][CH2:20][C:21](=[CH:24][CH2:25][CH:26]([CH3:27])[CH3:28])[CH2:22][CH2:23]2)=[O:29]. The reactants are ClC1=C2C=C(NC2=CC(=C1)Cl)C(=O)O (4,6-dichloro-indole-2-carboxylic acid), Cl (hydrochloric acid). The reagents and catalysts are [Cu] (copper). Run in N1=CC=CC2=CC=CC=C12 (quinoline). Yields the product ClC1=C2C=CNC2=CC(=C1)Cl (4,6-Dichloroindole). Isolated yield 93.9%. RXN SMILES: [Cl:1][C:2]1[CH:10]=[C:9]([Cl:11])[CH:8]=[C:7]2[C:3]=1[CH:4]=[C:5](C(O)=O)[NH:6]2.Cl>N1C2C(=CC=CC=2)C=CC=1.[Cu]>[Cl:1][C:2]1[CH:10]=[C:9]([Cl:11])[CH:8]=[C:7]2[C:3]=1[CH:4]=[CH:5][NH:6]2. Procedure details: Dissolve 4,6-dichloro-indole-2-carboxylic acid (1.0 g, 4.35 mmol) in quinoline (25 mL). Add copper powder (100 mg) and heat to 220° C. for 3 hours. Pour the resulting black solution into cold concentrated hydrochloric acid (300 mL) and extract into ethyl ether (500 mL). Filter, wash with 1M hydrochloric acid (2×200 mL), water (100 mL) and dry (MgSO4). Evaporate the solvent in vacuo to give a brown oil (0.76 g). Purify by silica gel chromatography (17% ethyl acetate/hexane) to give the title comp... Starting materials: COC(C(CC(C)C)C1=CC(=NC(=C1)C1=CC=C(C=C1)C(F)(F)F)C1=CC=C(C=C1)F)=O (2-[2-(4-fluoro-phenyl)-6-(4-trifluoromethyl-phenyl)-pyridin-4-yl]-4-methyl-pentanoic acid methyl ester), C(CC(O)(C(=O)O)CC(=O)O)(=O)O (citric acid). The solvent is [OH-].[Na+] (NaOH), C1CCOC1 (THF). Product: FC1=CC=C(C=C1)C1=NC(=CC(=C1)C(C(=O)O)CC(C)C)C1=CC=C(C=C1)C(F)(F)F (2-[2-(4-Fluoro-phenyl)-6-(4-trifluoromethyl-phenyl)-pyridin-4-yl]-4-methyl-pentanoic acid). Yield: 77.3%. Reaction SMILES: C[O:2][C:3](=[O:32])[CH:4]([C:9]1[CH:14]=[C:13]([C:15]2[CH:20]=[CH:19][C:18]([C:21]([F:24])([F:23])[F:22])=[CH:17][CH:16]=2)[N:12]=[C:11]([C:25]2[CH:30]=[CH:29][C:28]([F:31])=[CH:27][CH:26]=2)[CH:10]=1)[CH2:5][CH:6]([CH3:8])[CH3:7].C(O)(=O)CC(CC(O)=O)(C(O)=O)O>[OH-].[Na+].C1COCC1>[F:31][C:28]1[CH:27]=[CH:26][C:25]([C:11]2[CH:10]=[C:9]([CH:4]([CH2:5][CH:6]([CH3:8])[CH3:7])[C:3]([OH:32])=[O:2])[CH:14]=[C:13]([C:15]3[CH:16]=[CH:17][C:18]([C:21]([F:24])([F:22])[F:23])=[CH:19][CH:20]=3)[N:12]=2)=[CH:30][CH:29]=1 |f:2.3|. Procedure: A solution of 2-[2-(4-fluoro-phenyl)-6-(4-trifluoromethyl-phenyl)-pyridin-4-yl]-4-methyl-pentanoic acid methyl ester (80 mg, 0.18 mmol) in NaOH (1N, 1 mL) and THF (4 mL) was stirred at 40° C. overnight. The mixture was cooled to room temperature, acidified with 10% citric acid, and extracted with CH2Cl2 (3×). The organic layer was washed with brine, dried over Na2SO4, filtered and evaporated. The residue was purified by chromatography (5-25% ethyl acetate in CH2Cl2) to give the product as a whit... Reactants: [Al+3], O=C(O)CCc1cc2c(c(Br)c1Br)OCC2, CO, CN(C)C=O, [Cl-], [Cl-], [Cl-], ClCCl, O=S(Cl)Cl. Yields the product O=C1CCc2c(Br)c(Br)c3c(c21)CCO3. As a reaction SMILES: [Al+3:25].[Br:1][c:2]1[c:3]([Br:16])[c:4]2[c:5]([cH:9][c:10]1[CH2:11][CH2:12][C:13](=[O:14])[OH:15])[CH2:6][CH2:7][O:8]2.[CH3:28][OH:29].[CH3:30][N:31]([CH3:32])[CH:33]=[O:34].[Cl-:24].[Cl-:26].[Cl-:27].[Cl:17][CH2:18][Cl:19].[S:20]([Cl:21])([Cl:22])=[O:23]>>[Br:1][c:2]1[c:3]([Br:16])[c:4]2[c:5]([c:9]3[c:10]1[CH2:11][CH2:12][C:13]3=[O:15])[CH2:6][CH2:7][O:8]2. Reactants: [Br-], COC(=O)c1cc(Br)cc(C(=O)OC(C)(C)C)c1, O=C(O)CN(CCN(CC(=O)O)CC(=O)O)CC(=O)O, Cc1ccc([Zn+])nc1, ClCCl, [K], [K], [K], C1CCOC1. The product is COC(=O)c1cc(C(=O)OC(C)(C)C)cc(-c2ccc(C)cn2)c1. Reaction SMILES: [Br-:19].[Br:1][c:2]1[cH:3][c:4]([C:15](=[O:16])[O:17][CH3:18])[cH:5][c:6]([C:7](=[O:8])[O:9][C:10]([CH3:11])([CH3:12])[CH3:13])[cH:14]1.[CH2:31]([N:32]([CH2:33][C:34]([OH:35])=[O:36])[CH2:37][C:38]([OH:39])=[O:40])[CH2:41][N:42]([CH2:43][C:44]([OH:45])=[O:46])[CH2:47][C:48]([OH:49])=[O:50].[CH3:20][c:21]1[cH:22][cH:23][c:24]([Zn+:27])[n:25][cH:26]1.[Cl:51][CH2:52][Cl:53].[K:28].[K:29].[K:30].[O:54]1[CH2:55][CH2:56][CH2:57][CH2:58]1>>[c:2]1(-[c:24]2[cH:23][cH:22][c:21]([CH3:20])[cH:26][n:25]2)[cH:3][c:4]([C:15](=[O:16])[O:17][CH3:18])[cH:5][c:6]([C:7](=[O:8])[O:9][C:10]([CH3:11])([CH3:12])[CH3:13])[cH:14]1. Starting materials: OC(CN1CCC(CC1)(C1=CC(=CC=C1)OC)O)C=1C=C2CCC(NC2=CC1)=O (6-{1-Hydroxy-2-[4-hydroxy-4-(3-methoxyphenyl)-1-piperidinyl]ethyl}-3,4-dihydroquinolin-2(1H)-one), Cl.C(C)OC(C)=O (HCl ethylacetate). The solvent is CO (methanol), CO (methanol). Reaction conditions: time 4 hour. The product is Cl.OC(CN1CCC(CC1)(C1=CC(=CC=C1)OC)O)C=1C=C2CCC(NC2=CC1)=O (6-{1-Hydroxy-2-[4-hydroxy-4-(3-methoxyphenyl)-1-piperidinyl]ethyl}-3,4-dihydroquinolin-2(1H)-one hydrochloride). The yield is 91.7%. As a reaction SMILES: [OH:1][CH:2]([C:19]1[CH:20]=[C:21]2[C:26](=[CH:27][CH:28]=1)[NH:25][C:24](=[O:29])[CH2:23][CH2:22]2)[CH2:3][N:4]1[CH2:9][CH2:8][C:7]([OH:18])([C:10]2[CH:15]=[CH:14][CH:13]=[C:12]([O:16][CH3:17])[CH:11]=2)[CH2:6][CH2:5]1.[ClH:30].C(OC(=O)C)C>CO>[ClH:30].[OH:1][CH:2]([C:19]1[CH:20]=[C:21]2[C:26](=[CH:27][CH:28]=1)[NH:25][C:24](=[O:29])[CH2:23][CH2:22]2)[CH2:3][N:4]1[CH2:9][CH2:8][C:7]([OH:18])([C:10]2[CH:15]=[CH:14][CH:13]=[C:12]([O:16][CH3:17])[CH:11]=2)[CH2:6][CH2:5]1 |f:1.2,4.5|. Reported procedure: To a suspension of 6-{1-Hydroxy-2-[4-hydroxy-4-(3-methoxyphenyl)-1-piperidinyl]ethyl}-3,4-dihydroquinolin-2(1H)-one (1.10 g, 2.77 mmol) in methanol (11 ml) was added 4N HCl-ethylacetate (0.76 ml, 3.05 mmol) at 0° C. and the reaction mixture was stirred at room temperature for 4 hours. The mixture was diluted with methanol (20 ml) and filtered. The filtrate was concentrated in vacuo and the obtained solid was recrystallized from 2-propanol to afford the title compound (1.10 g, 92%) as a white sol...